From a dataset of the Open Reaction Database (ORD), a public repository of structured organic reaction records. describe an organic reaction: reactants, conditions, products, and yield The reactants are CCN(CC)C(=O)C=CC(C)O, ClCCl, ClP(Cl)(c1ccccc1)(c1ccccc1)c1ccccc1. Yields the product CCN(CC)C(=O)C=CC(C)Cl. RXN SMILES: [CH2:1]([CH3:2])[N:3]([C:4]([CH:5]=[CH:6][CH:7]([CH3:8])[OH:9])=[O:10])[CH2:11][CH3:12].[CH2:34]([Cl:35])[Cl:36].[Cl:13][P:14]([Cl:15])([c:16]1[cH:17][cH:18][cH:19][cH:20][cH:21]1)([c:22]1[cH:23][cH:24][cH:25][cH:26][cH:27]1)[c:28]1[cH:29][cH:30][cH:31][cH:32][cH:33]1>>[CH2:1]([CH3:2])[N:3]([C:4]([CH:5]=[CH:6][CH:7]([CH3:8])[Cl:13])=[O:10])[CH2:11][CH3:12].